This data is from the Open Reaction Database (ORD), a public repository of structured organic reaction records. The task is: describe an organic reaction: reactants, conditions, products, and yield Reactants: O1CCCC1 (tetrahydrofuran), C(C)OCC (ethyl ether), FF (fluorine), CC1=CC(=NC=C1)S(=O)(=O)O (4-methylpyridine-2-sulfonic acid), FF (fluorine). Run in C(C)#N (acetonitrile), O (water). The product is F[N+]1=C(C=C(C=C1)C)S(=O)(=O)[O-] (N-fluoro-4-methylpyridinium-2-sulfonate). Reaction SMILES: [CH3:1][C:2]1[CH:7]=[CH:6][N:5]=[C:4]([S:8]([OH:11])(=[O:10])=[O:9])[CH:3]=1.[F:12]F.O1CCCC1.C(OCC)C>C(#N)C.O>[F:12][N+:5]1[CH:6]=[CH:7][C:2]([CH3:1])=[CH:3][C:4]=1[S:8]([O-:11])(=[O:10])=[O:9]. Procedure: In a reactor, 4-methylpyridine-2-sulfonic acid (3.46 g, 20 mmol) was dissolved in a mixture of acetonitrile (60 ml) and water (6 ml). The reactor was dipped in a cooling bath kept at -20° C., and fluorine gas diluted with nitrogen gas to a concentration of 10% was introduced at a flow rate of 40 ml/min. A total amount of the fluorine gas was 1334 ml (60 mmol). Then, the nitrogen gas alone was introduced at a flow rate of 36 ml/min. for 30 minutes. After the addition of tetrahydrofuran and ethyl ... Reactants: C(CCC)[Li] (butyllithium), O1CCCC1 (tetrahydrofuran), O1CCCC1 (THF), [Br-] (bromide), C(=O)C1=CC=C(C(=O)OC)C=C1 (methyl 4-formylbenzoate). Run in CCCCCC (hexane). Conditions: time 1 hour. Product: COC=CC1=CC=C(C(=O)OC)C=C1 (methyl 4-(2-methoxyethenyl)benzoate). RXN SMILES: C([Li])CCC.[Br-].[CH:7]([C:9]1[CH:18]=[CH:17][C:12]([C:13]([O:15][CH3:16])=[O:14])=[CH:11][CH:10]=1)=O.[O:19]1[CH2:23]CC[CH2:20]1>CCCCCC>[CH3:20][O:19][CH:23]=[CH:7][C:9]1[CH:18]=[CH:17][C:12]([C:13]([O:15][CH3:16])=[O:14])=[CH:11][CH:10]=1. Procedure: In an atmosphere of argon, a solution containing butyllithium dissolved in hexane was added to a solution containing 120 g of methoxymethyltriphenylphosphoni bromide dissolved in tetrahydrofuran (THF), and the mixture was stirred for one hour at room temperature. A solution containing 50 g of methyl 4-formylbenzoate dissolved in THF was added thereto, and stirring was continued for two hours. The reaction solution was washed with water, dried over magnesium sulfate and concentrated under reduced... Reactants: [Al+3], O=C1CCC2=C(CCc3cc(Cl)c(Cl)cc32)N1, [H-], [H-], [H-], [H-], [Li+], [Na+], C1CCOC1, [OH-]. Yields the product Clc1cc2c(cc1Cl)C1=C(CC2)NCCC1. RXN SMILES: [Al+3:2].[Cl:7][c:8]1[cH:9][c:10]2[c:11]([cH:21][c:22]1[Cl:23])[C:12]1=[C:17]([NH:16][C:15](=[O:20])[CH2:14][CH2:13]1)[CH2:18][CH2:19]2.[H-:1].[H-:4].[H-:5].[H-:6].[Li+:3].[Na+:25].[O:26]1[CH2:27][CH2:28][CH2:29][CH2:30]1.[OH-:24]>>[Cl:7][c:8]1[cH:9][c:10]2[c:11]([cH:21][c:22]1[Cl:23])[C:12]1=[C:17]([NH:16][CH2:15][CH2:14][CH2:13]1)[CH2:18][CH2:19]2. The reactants are C(C1=CC=CC=C1)OC1=C(C=C(C=C1F)C1C(C1)CC(=O)OCC)F (ethyl 2-(2-(4-(benzyloxy)-3,5-difluorophenyl)cyclopropyl)acetate). The reagents and catalysts are [Pd] (Pd/C). The solvent is CCOC(=O)C.CCO (EtOAc EtOH). Conditions: time 8 hour. Yields the product FC=1C=C(C=C(C1O)F)C1C(C1)CC(=O)OCC (ethyl 2-(2-(3,5-difluoro-4-hydroxyphenyl)cyclopropyl)acetate). Isolated yield 88.1%. RXN SMILES: C([O:8][C:9]1[C:14]([F:15])=[CH:13][C:12]([CH:16]2[CH2:18][CH:17]2[CH2:19][C:20]([O:22][CH2:23][CH3:24])=[O:21])=[CH:11][C:10]=1[F:25])C1C=CC=CC=1>CCOC(C)=O.CCO.[Pd]>[F:15][C:14]1[CH:13]=[C:12]([CH:16]2[CH2:18][CH:17]2[CH2:19][C:20]([O:22][CH2:23][CH3:24])=[O:21])[CH:11]=[C:10]([F:25])[C:9]=1[OH:8] |f:1.2|. Reported procedure: To a solution of ethyl 2-(2-(4-(benzyloxy)-3,5-difluorophenyl)cyclopropyl)acetate (505) (0.782 g, 2.25 mmol) in EtOAc/EtOH (5 mL/10 mL) was added 159 mg of 10% Pd/C, and the mixture was stirred under a hydrogen balloon overnight. After filtration through celite and washing with EtOH, the filtrate was concentrated in vacuo to afford 0.508 g of desired product (506) as a pale-yellow liquid. The product was sufficiently pure to be used directly in subsequent couplings. 1H NMR (400 MHz, CDCl3) δ: 6.... Reactants: N1(CCCC1)CCC(=O)NC1=CC=2C(C3=CC(=CC=C3NC2C=C1)NC(CCN1CCCC1)=O)=O (2,7-Bis[3-(pyrrolidino)propionamido]-9(10H)-acridone), O=P(Cl)(Cl)Cl (POCl3). Solvent: C(C)OCC (diethyl ether). Product: ClC=1C2=CC(=CC=C2N=C2C=CC(=CC12)NC(CCN1CCCC1)=O)NC(CCN1CCCC1)=O (9-Chloro-2,7-bis(3-pyrrolidinopropionamido)acridine). RXN SMILES: [N:1]1([CH2:6][CH2:7][C:8]([NH:10][C:11]2[CH:24]=[CH:23][C:22]3[NH:21][C:20]4[C:15](=[CH:16][C:17]([NH:25][C:26](=[O:34])[CH2:27][CH2:28][N:29]5[CH2:33][CH2:32][CH2:31][CH2:30]5)=[CH:18][CH:19]=4)[C:14](=O)[C:13]=3[CH:12]=2)=[O:9])[CH2:5][CH2:4][CH2:3][CH2:2]1.O=P(Cl)(Cl)[Cl:38]>C(OCC)C>[Cl:38][C:14]1[C:15]2[C:20]([N:21]=[C:22]3[C:13]=1[CH:12]=[C:11]([NH:10][C:8](=[O:9])[CH2:7][CH2:6][N:1]1[CH2:5][CH2:4][CH2:3][CH2:2]1)[CH:24]=[CH:23]3)=[CH:19][CH:18]=[C:17]([NH:25][C:26](=[O:34])[CH2:27][CH2:28][N:29]1[CH2:33][CH2:32][CH2:31][CH2:30]1)[CH:16]=2. Reported procedure: 2,7-Bisamidoacridone BR-ACO-16 (1 g, 2.1 mmol) was treated with refluxing POCl3 for 3 hr. The reaction was cooled, and anhydrous diethyl ether was added to precipitate product. Solids were filtered from solution to give the desired product JM-ACI-43 (750 mg, 72%) as a yellow solid. Starting materials: COC(=O)C=1N=C(SC1C=1C=C(C=CC1)C)Br (2-bromo-5-m-tolyl-thiazole-4-carboxylic acid methyl ester), CNC (dimethylamine). Product: CN(C=1SC(=C(N1)C(=O)O)C=1C=C(C=CC1)C)C (2-Dimethylamino-5-m-tolyl-thiazole-4-carboxylic Acid). As a reaction SMILES: C[O:2][C:3]([C:5]1[N:6]=[C:7](Br)[S:8][C:9]=1[C:10]1[CH:11]=[C:12]([CH3:16])[CH:13]=[CH:14][CH:15]=1)=[O:4].[CH3:18][NH:19][CH3:20]>>[CH3:18][N:19]([CH3:20])[C:7]1[S:8][C:9]([C:10]2[CH:11]=[C:12]([CH3:16])[CH:13]=[CH:14][CH:15]=2)=[C:5]([C:3]([OH:2])=[O:4])[N:6]=1. Reported procedure: prepared by reaction of 2-bromo-5-m-tolyl-thiazole-4-carboxylic acid methyl ester with dimethylamine. LC-MS: tR=0.85 min; [M+H]+=263.1. Reactants: CCOC(=O)CCCC(C#N)c1ccccc1, CCO. Product: CCOC(=O)CCCC(CN)c1ccccc1. RXN SMILES: [C:1](#[N:2])[CH:3]([CH2:4][CH2:5][CH2:6][C:7](=[O:8])[O:9][CH2:10][CH3:11])[c:12]1[cH:13][cH:14][cH:15][cH:16][cH:17]1.[CH3:18][CH2:19][OH:20]>>[CH2:1]([NH2:2])[CH:3]([CH2:4][CH2:5][CH2:6][C:7](=[O:8])[O:9][CH2:10][CH3:11])[c:12]1[cH:13][cH:14][cH:15][cH:16][cH:17]1. The reactants are C1(C=2C(C(N1)=O)=CC=CC2)=O (phthalimide), C(CC#C)O (3-butyn-1-ol), C(C)OC(=O)C#CCCN (N-(Ethoxycarbonyl)but-3-ynylamine). The product is C(CC#C)N1C(C=2C(C1=O)=CC=CC2)=O (N-But-3-ynylphthalimide). Isolated yield 84.0%. Reaction SMILES: [C:1]1(=[O:11])[NH:5][C:4](=[O:6])[C:3]2=[CH:7][CH:8]=[CH:9][CH:10]=[C:2]12.[CH2:12](O)[CH2:13][C:14]#[CH:15].C(OC(C#CCCN)=O)C>>[CH2:15]([N:5]1[C:1](=[O:11])[C:2]2=[CH:10][CH:9]=[CH:8][CH:7]=[C:3]2[C:4]1=[O:6])[CH2:14][C:13]#[CH:12]. Procedure: The title compound was prepared according to the procedure of lyer and Liebeskind (J. Amer. Chem. Soc, 1987, 109, 2759-2770) via a Mitsunobu reaction between phthalimide and 3-butyn-1-ol in 84% yield. The product was isolated as white crystals. mp=137-139° C. (lit. mp=136-137° C.). N-(Ethoxycarbonyl)but-3-ynylamine The reactants are N1N=C(C2=CC=CC=C12)\C=C\1/OC2=C(C1=O)C=CC(=C2C#CC(C)(C)N2CCN(CC2)C(=O)OC(C)(C)C)OC (tert-butyl (Z)-4-(4-{2-[(1H-indazol-3-yl)methylene]-6-methoxy-3-oxo-2,3-dihydrobenzofuran-7-yl}-2-methylbut-3-yn-2-yl)piperazine-1-carboxylate), FC(C(=O)O)(F)F (trifluoroacetic acid). Solvent: C(Cl)Cl (methylene chloride). Reaction SMILES: [NH:1]1[C:9]2[C:4](=[CH:5][CH:6]=[CH:7][CH:8]=2)[C:3](/[CH:10]=[C:11]2\[O:12][C:13]3[C:20]([C:21]#[C:22][C:23]([N:26]4[CH2:31][CH2:30][N:29](C(OC(C)(C)C)=O)[CH2:28][CH2:27]4)([CH3:25])[CH3:24])=[C:19]([O:39][CH3:40])[CH:18]=[CH:17][C:14]=3[C:15]\2=[O:16])=[N:2]1.FC(F)(F)C(O)=O>C(Cl)Cl>[NH:1]1[C:9]2[C:4](=[CH:5][CH:6]=[CH:7][CH:8]=2)[C:3](/[CH:10]=[C:11]2\[O:12][C:13]3[C:20]([C:21]#[C:22][C:23]([CH3:24])([N:26]4[CH2:27][CH2:28][NH:29][CH2:30][CH2:31]4)[CH3:25])=[C:19]([O:39][CH3:40])[CH:18]=[CH:17][C:14]=3[C:15]\2=[O:16])=[N:2]1. Reaction conditions: time 2 hour. Yield: 26.0%. Procedure details: A solution of tert-butyl (Z)-4-(4-{2-[(1H-indazol-3-yl)methylene]-6-methoxy-3-oxo-2,3-dihydrobenzofuran-7-yl}-2-methylbut-3-yn-2-yl)piperazine-1-carboxylate (0.122 g, 0.225 mmol) in methylene chloride (4 mL) was added with trifluoroacetic acid (4 mL), and the mixture was stirred at room temperature for 2 hours. The reaction mixture was concentrated, and then the residue was dissolved in water (10 mL). The solution was added with saturated aqueous sodium hydrogencarbonate (10 mL), and the precipi... Yields the product N1N=C(C2=CC=CC=C12)\C=C\1/OC2=C(C1=O)C=CC(=C2C#CC(C)(N2CCNCC2)C)OC ((Z)-2-[(1H-indazol-3-yl)methylene]-6-methoxy-7-[3-methyl-3-(piperazin-1-yl)but-1-ynyl]benzofuran-3(2H)-one).